Task: describe an organic reaction: reactants, conditions, products, and yield. Dataset: the Open Reaction Database (ORD), a public repository of structured organic reaction records Reactants: O=C([O-])[O-], CN(C)C=O, Cc1oc(-c2ccco2)nc1CCl, [K+], [K+], O, COCOc1cc(C=O)ccc1O. Product: COCOc1cc(C=O)ccc1OCc1nc(-c2ccco2)oc1C. Reaction SMILES: [C:27](=[O:28])([O-:29])[O-:30].[CH3:33][N:34]([CH3:35])[CH:36]=[O:37].[Cl:1][CH2:2][c:3]1[n:4][c:5](-[c:9]2[o:10][cH:11][cH:12][cH:13]2)[o:6][c:7]1[CH3:8].[K+:31].[K+:32].[OH2:38].[OH:14][c:15]1[c:16]([O:23][CH2:24][O:25][CH3:26])[cH:17][c:18]([CH:19]=[O:20])[cH:21][cH:22]1>>[CH2:2]([c:3]1[n:4][c:5](-[c:9]2[o:10][cH:11][cH:12][cH:13]2)[o:6][c:7]1[CH3:8])[O:14][c:15]1[c:16]([O:23][CH2:24][O:25][CH3:26])[cH:17][c:18]([CH:19]=[O:20])[cH:21][cH:22]1.